From a dataset of the Open Reaction Database (ORD), a public repository of structured organic reaction records. describe an organic reaction: reactants, conditions, products, and yield Reactants: ClC=1C=NC=C(C1C)Cl (3,5-dichloro-4-methylpyridine), COC(=O)C1=CC=C(C=2OCC3(OCCO3)COC21)OC (9-Methoxy-spiro[2H-1,5-benzodioxepin-3(4H), 2′-(1,3-dioxolane)]-6-carboxylic acid methyl ester), [Li+].C[Si](C)(C)[N-][Si](C)(C)C (LiHMDS). Solvent: C1CCOC1 (THF). The product is ClC=1C=NC=C(C1CC(=O)C1=CC=C(C=2OCC3(OCCO3)COC21)OC)Cl (2-(3,5-Dichloropyridin-4-yl)-1-{9-methoxy-spiro[2H-1,5-benzodioxepin-3(4H),2′-(1,3-dioxolane)]-6-yl}ethanone). RXN SMILES: [Cl:1][C:2]1[CH:3]=[N:4][CH:5]=[C:6]([Cl:9])[C:7]=1[CH3:8].C[O:11][C:12]([C:14]1[C:28]2[O:27][CH2:26][C:21]3([O:25][CH2:24][CH2:23][O:22]3)[CH2:20][O:19][C:18]=2[C:17]([O:29][CH3:30])=[CH:16][CH:15]=1)=O.[Li+].C[Si]([N-][Si](C)(C)C)(C)C>C1COCC1>[Cl:1][C:2]1[CH:3]=[N:4][CH:5]=[C:6]([Cl:9])[C:7]=1[CH2:8][C:12]([C:14]1[C:28]2[O:27][CH2:26][C:21]3([O:25][CH2:24][CH2:23][O:22]3)[CH2:20][O:19][C:18]=2[C:17]([O:29][CH3:30])=[CH:16][CH:15]=1)=[O:11] |f:2.3|. Reported procedure: Following the general procedure, condensation of 3,5-dichloro-4-methylpyridine (53 mg, 0.33 mmol) with compound 518 (74 mg, 0.25 mmol) in THF (1.5 mL) in the presence of LiHMDS (0.75 mL, 0.75 mmol) afforded compound 126 as a white solid material after purification by column chromatography (60-80% EtOAc in light petroleum). LC-MS: RT=3.63 min.; m/z 426.18, 428.16 (M+H)+. 1H NMR (DMSO-d6): δ 8.64 (2H, s), 7.39 (1H, d, J 8.8), 6.86 (1H, d, J 8.9), 4.60 (2H, s), 4.34 (2H, s), 4.17 (2H, s), 3.97 (4H,...